From a dataset of the Open Reaction Database (ORD), a public repository of structured organic reaction records. describe an organic reaction: reactants, conditions, products, and yield Starting materials: B, CC(=O)NC(C)(C)c1ccc(Nc2cc(Br)cn(C)c2=O)nc1, C1CCOC1, CSC, Cl, [Na+], [OH-], O. The product is CCNC(C)(C)c1ccc(Nc2cc(Br)cn(C)c2=O)nc1. As a reaction SMILES: [BH3:27].[Br:1][c:2]1[cH:3][c:4]([NH:10][c:11]2[cH:12][cH:13][c:14]([C:17]([CH3:18])([CH3:19])[NH:20][C:21]([CH3:22])=[O:23])[cH:15][n:16]2)[c:5](=[O:9])[n:6]([CH3:8])[cH:7]1.[CH2:31]1[O:32][CH2:33][CH2:34][CH2:35]1.[CH3:24][S:25][CH3:26].[ClH:28].[Na+:30].[OH-:29].[OH2:36]>>[Br:1][c:2]1[cH:3][c:4]([NH:10][c:11]2[cH:12][cH:13][c:14]([C:17]([CH3:18])([CH3:19])[NH:20][CH2:21][CH3:22])[cH:15][n:16]2)[c:5](=[O:9])[n:6]([CH3:8])[cH:7]1.